Dataset: the Open Reaction Database (ORD), a public repository of structured organic reaction records. Task: describe an organic reaction: reactants, conditions, products, and yield The reactants are CN(C)C=O (DMF), COC(N=C(C(=NC1=CC=C(C=C1)C1=NOC(=N1)C(F)(F)F)C=1C(=C2CCCOC2=C(C1)OC)F)SC)=O ([2-(5-fluoro-8-methoxychroman-6-yl)-2-[4-(5-trifluoromethyl-[1,2,4]oxadiazol-3-yl)phenylimino]-1-methylsulfanylethylidene]carbamic acid methyl ester), Cl.Cl.C(C)OC(=O)C=1C(=NNC1)NN (3-hydrazino-1H-pyrazole-4-carboxylic acid ethyl ester bishydrochloride). Run in C(C)N(CC)CC (triethylamine). Conditions: temperature 85 celsius, time 16 hour. Yields the product C(C)OC(=O)C=1C=NNC1N1N=C(NC1=O)C(NC1=CC=C(C=C1)C1=NOC(=N1)C(F)(F)F)C=1C(=C2CCCOC2=C(C1)OC)F (5-(3-{(5-Fluoro-8-methoxychroman-6-yl)-[4-(5-trifluoromethyl-[1,2,4]oxadiazol-3-yl)phenylamino]methyl}-5-oxo-4,5-dihydro-[1,2,4]triazol-1-yl)-1H-pyrazole-4-carboxylic acid ethyl ester). The yield is 20.9%. As a reaction SMILES: CN(C=O)C.CO[C:8](=[O:43])[N:9]=[C:10](SC)[C:11]([C:28]1[C:29]([F:40])=[C:30]2[C:35](=[C:36]([O:38][CH3:39])[CH:37]=1)[O:34][CH2:33][CH2:32][CH2:31]2)=[N:12][C:13]1[CH:18]=[CH:17][C:16]([C:19]2[N:23]=[C:22]([C:24]([F:27])([F:26])[F:25])[O:21][N:20]=2)=[CH:15][CH:14]=1.Cl.Cl.[CH2:46]([O:48][C:49]([C:51]1[C:52]([NH:56][NH2:57])=[N:53][NH:54][CH:55]=1)=[O:50])[CH3:47]>C(N(CC)CC)C>[CH2:46]([O:48][C:49]([C:51]1[CH:55]=[N:54][NH:53][C:52]=1[N:56]1[C:8](=[O:43])[NH:9][C:10]([CH:11]([C:28]2[C:29]([F:40])=[C:30]3[C:35](=[C:36]([O:38][CH3:39])[CH:37]=2)[O:34][CH2:33][CH2:32][CH2:31]3)[NH:12][C:13]2[CH:18]=[CH:17][C:16]([C:19]3[N:23]=[C:22]([C:24]([F:27])([F:25])[F:26])[O:21][N:20]=3)=[CH:15][CH:14]=2)=[N:57]1)=[O:50])[CH3:47] |f:2.3.4|. Reported procedure: To 5 ml of a DMF solution containing 160 mg of [2-(5-fluoro-8-methoxychroman-6-yl)-2-[4-(5-trifluoromethyl-[1,2,4]oxadiazol-3-yl)phenylimino]-1-methylsulfanylethylidene]carbamic acid methyl ester, 87 mg of 3-hydrazino-1H-pyrazole-4-carboxylic acid ethyl ester bishydrochloride (Example (157b)) and 0.124 ml of triethylamine were added. The resulting mixture was stirred at 85° C. for 16 hours under a nitrogen atmosphere. The reaction mixture was concentrated. The residue was dissolved in 8 ml of me... Reactants: BrC1=C(C=CC(=N1)CO)F ((6-bromo-5-fluoropyridin-2-yl)methanol). Reagents/catalysts: [O-2].[O-2].[Mn+4] (Manganese dioxide). The solvent is C(Cl)(Cl)Cl (chloroform). Conditions: temperature 70 celsius. Product: BrC1=C(C=CC(=N1)C=O)F (6-Bromo-5-fluoropyridine-2-carbaldehyde). Yield: 40.9%. RXN SMILES: [Br:1][C:2]1[N:7]=[C:6]([CH2:8][OH:9])[CH:5]=[CH:4][C:3]=1[F:10]>C(Cl)(Cl)Cl.[O-2].[O-2].[Mn+4]>[Br:1][C:2]1[N:7]=[C:6]([CH:8]=[O:9])[CH:5]=[CH:4][C:3]=1[F:10] |f:2.3.4|. Procedure details: Manganese dioxide (695 mg) was added to a solution of (6-bromo-5-fluoropyridin-2-yl)methanol (200 mg) in chloroform (3.00 mL) and the mixture was stirred while heating at 70° C. for 12 hr. After stirring at room temperature for 13 hr, the reaction mixture was filtered through Celite. The solvent was distilled off under reduced pressure, and the resulting residue was purified by column chromatography (silica gel cartridge, hexane:ethyl acetate=98:2-82:18) to afford the title compound (81 mg). Starting materials: O=C([O-])O, O=c1[nH]cnc2c1CN(Cc1ccccc1)CC2, CC#N, ClCCl, [Na+], CN(C)C=O, O=P(Cl)(Cl)Cl. As a reaction SMILES: [C:27](=[O:28])([OH:29])[O-:30].[CH2:1]([c:2]1[cH:3][cH:4][cH:5][cH:6][cH:7]1)[N:8]1[CH2:9][c:10]2[c:11]([n:12][cH:13][nH:14][c:15]2=[O:16])[CH2:17][CH2:18]1.[CH3:24][C:25]#[N:26].[Cl:32][CH2:33][Cl:34].[Na+:31].[O:35]=[CH:36][N:37]([CH3:38])[CH3:39].[P:19]([Cl:20])([Cl:21])([Cl:22])=[O:23]>>[CH2:1]([c:2]1[cH:3][cH:4][cH:5][cH:6][cH:7]1)[N:8]1[CH2:9][c:10]2[c:11]([n:12][cH:13][n:14][c:15]2[Cl:21])[CH2:17][CH2:18]1. Product: Clc1ncnc2c1CN(Cc1ccccc1)CC2. Starting materials: 175.4, N1CCC(CC1)CC(=O)OCC (ethyl 4-piperidineacetate), C([O-])([O-])=O.[Na+].[Na+] (sodium carbonate), ClC(Cl)Cl (trichloromethane), ClC(=O)OCC (ethyl chloroformate). Run in O (water). Run at time 4 hour. Yields the product 277, C(C)OC(=O)N1CCC(CC1)CC(=O)OCC (ethyl 1-(ethoxycarbonyl)-4-piperidineacetate). Isolated yield 100.0%. As a reaction SMILES: [NH:1]1[CH2:6][CH2:5][CH:4]([CH2:7][C:8]([O:10][CH2:11][CH3:12])=[O:9])[CH2:3][CH2:2]1.C(=O)([O-])[O-].[Na+].[Na+].ClC(Cl)Cl.Cl[C:24]([O:26][CH2:27][CH3:28])=[O:25]>O>[CH2:27]([O:26][C:24]([N:1]1[CH2:6][CH2:5][CH:4]([CH2:7][C:8]([O:10][CH2:11][CH3:12])=[O:9])[CH2:3][CH2:2]1)=[O:25])[CH3:28] |f:1.2.3|. Reported procedure: To a stirred mixture of 175.4 parts of ethyl 4-piperidineacetate, 116.6 parts of sodium carbonate and 2250 parts of trichloromethane were added dropwise 119.4 parts of ethyl chloroformate. After stirring for 4 hours at temperature, the reaction mixture was diluted with 400 parts of water. The organic layer was separated, dried, filtered and evaporated, yielding 277 parts (100%) of ethyl 1-(ethoxycarbonyl)-4-piperidineacetate (interm. 16). Starting materials: O=C1CCN(CC1)C(=O)OC(C)(C)C (tert-butyl 4-oxopiperidine-1-carboxylate), C(C1=CC=CC=C1)S (benzyl mercaptan), [N+](=O)([O-])C (nitromethane), C(CN)N (ethylenediamine). Solvent: C(C)#N (acetonitrile). Yields the product C(C1=CC=CC=C1)SC1(CCN(CC1)C(=O)OC(C)(C)C)C[N+](=O)[O-] (tert-butyl 4-(benzylthio)-4-(nitromethyl)piperidine-1-carboxylate). Isolated yield 70.7%. RXN SMILES: O=[C:2]1[CH2:7][CH2:6][N:5]([C:8]([O:10][C:11]([CH3:14])([CH3:13])[CH3:12])=[O:9])[CH2:4][CH2:3]1.[CH2:15]([SH:22])[C:16]1[CH:21]=[CH:20][CH:19]=[CH:18][CH:17]=1.[N+:23]([CH3:26])([O-:25])=[O:24].C(N)CN>C(#N)C>[CH2:15]([S:22][C:2]1([CH2:26][N+:23]([O-:25])=[O:24])[CH2:7][CH2:6][N:5]([C:8]([O:10][C:11]([CH3:14])([CH3:13])[CH3:12])=[O:9])[CH2:4][CH2:3]1)[C:16]1[CH:21]=[CH:20][CH:19]=[CH:18][CH:17]=1. Procedure: A mixture of tert-butyl 4-oxopiperidine-1-carboxylate (1.00 g), benzyl mercaptan (2.48 g), nitromethane (3.05 g), ethylenediamine (0.3 g) and acetonitrile (15 mL) was heated under reflux for 8 hr. The reaction solution was concentrated under, reduced pressure, and the obtained residue was purified by silica gel column chromatography (ethyl acetate:hexane=1:9-3:1) to give the title compound (1.3 g, yield 71%) as colorless crystals. Reactants: CCC(CO)N (R-(-)-2-amino-1-butanol), O (water), [OH-].[Na+] (sodium hydroxide), C1(=CC=C(C=C1)S(=O)(=O)Cl)C (p-toluene sulfonyl chloride). Solvent: COC(C)(C)C (TBME), COC(C)(C)C (tert-butyl methyl ether). Run at temperature 25 celsius. Product: C1(=CC=C(C=C1)S(=O)(=O)N1[C@@H](C1)CC)C (1-p-toluenesulfonyl-2(R)-ethylaziridine). As a reaction SMILES: [CH3:1][CH2:2][CH:3]([NH2:6])[CH2:4]O.[OH-].[Na+].[C:9]1([CH3:19])[CH:14]=[CH:13][C:12]([S:15](Cl)(=[O:17])=[O:16])=[CH:11][CH:10]=1.O>COC(C)(C)C>[C:9]1([CH3:19])[CH:14]=[CH:13][C:12]([S:15]([N:6]2[CH2:4][C@H:3]2[CH2:2][CH3:1])(=[O:17])=[O:16])=[CH:11][CH:10]=1 |f:1.2|. Procedure: R-(-)-2-amino-1-butanol (99.96 g, 105 mL) and tert-butyl methyl ether (TBME) (277 g, 366 mL) are combined under a nitrogen atmosphere. This mixture is stirred for several minutes and 10 N aqueous sodium hydroxide (449 mL) is added over a period of about 10 minutes. The reaction mixture is cooled to below 10° C. and a solution of p-toluene sulfonyl chloride (TsCl) (464 g) in TBME (711 g) is added over a period of about 50 minutes, maintaining the temperature of the reaction mixture at or below 32... The reactants are O[Li].O (LiOH.H2O), C(C)OC(CC(=O)NC=1SC(=CN1)C1=CC=CC=C1)=O (N-(5-phenyl-thiazol-2-yl)-malonamic acid ethyl ester), CO (methanol), C1CCOC1 (THF). Solvent: O (H2O). Reaction conditions: time 1 hour. Yields the product C1(=CC=CC=C1)C1=CN=C(S1)NC(CC(=O)O)=O (N-(5-phenyl-thiazol-2-yl)-malonamic acid). Yield: 87.7%. RXN SMILES: C([O:3][C:4](=[O:20])[CH2:5][C:6]([NH:8][C:9]1[S:10][C:11]([C:14]2[CH:19]=[CH:18][CH:17]=[CH:16][CH:15]=2)=[CH:12][N:13]=1)=[O:7])C.CO.C1COCC1.O[Li].O>O>[C:14]1([C:11]2[S:10][C:9]([NH:8][C:6](=[O:7])[CH2:5][C:4]([OH:20])=[O:3])=[N:13][CH:12]=2)[CH:15]=[CH:16][CH:17]=[CH:18][CH:19]=1 |f:3.4|. Procedure details: To a stirred solution of 5-phenyl-thiazol-2-ylamine (0.4 g, 0.0022 mol) and DIEA (0.73 g, 0.0056 mol) in chloroform (4 mL) was added mono-ethylmalonyl chloride (0.375 g, 0.0024 mol) dropwise at 0° C. and the resulting mixture was stirred at ambient temperature for 20 minutes. The reaction mixture was then diluted with cold water and the product was extracted with chloroform. The chloroform was washed with saturated sodium bicarbonate solution and brine, dried over Na2SO4 and evaporated under red...